From a dataset of the Open Reaction Database (ORD), a public repository of structured organic reaction records. describe an organic reaction: reactants, conditions, products, and yield The reactants are ClC1=CC(=NC2=CC(=CC=C12)OC)C1=CC=C(C=C1)OC (4-chloro-7-methoxy-2-(4-methoxy-phenyl)-quinoline), C(O)CN (ethanolamine). Yields the product Cl.COC1=CC=C2C(=CC(=NC2=C1)C1=CC=C(C=C1)OC)NCCO (2-[7-Methoxy-2-(4-methoxy-phenyl)-quinolin-4-ylamino]-ethanol hydrochloride). RXN SMILES: [Cl:1][C:2]1[C:11]2[C:6](=[CH:7][C:8]([O:12][CH3:13])=[CH:9][CH:10]=2)[N:5]=[C:4]([C:14]2[CH:19]=[CH:18][C:17]([O:20][CH3:21])=[CH:16][CH:15]=2)[CH:3]=1.[CH2:22]([CH2:24][NH2:25])[OH:23]>>[ClH:1].[CH3:13][O:12][C:8]1[CH:7]=[C:6]2[C:11]([C:2]([NH:25][CH2:24][CH2:22][OH:23])=[CH:3][C:4]([C:14]3[CH:19]=[CH:18][C:17]([O:20][CH3:21])=[CH:16][CH:15]=3)=[N:5]2)=[CH:10][CH:9]=1 |f:2.3|. Procedure details: The title compound, m.p. 244-245° C. and MS: m/e=325.3 (M+H+), was prepared from 4-chloro-7-methoxy-2-(4-methoxy-phenyl)-quinoline and ethanolamine. Starting materials: [Br-], Brc1ccc(CCN2CCCC2)cc1, CCN(CC)CCc1ccc(-c2[nH]c3cccc4c3c2CCNC4=O)cc1. Yields the product O=C1NCCc2c(-c3ccc(CCN4CCCC4)cc3)[nH]c3cccc1c23. As a reaction SMILES: [Br-:28].[Br:29][c:30]1[cH:31][cH:32][c:33]([CH2:34][CH2:35][N:36]2[CH2:37][CH2:38][CH2:39][CH2:40]2)[cH:41][cH:42]1.[CH2:1]([CH3:2])[N:3]([CH2:4][CH2:5][c:6]1[cH:7][cH:8][c:9](-[c:12]2[nH:13][c:14]3[cH:15][cH:16][cH:17][c:18]4[c:19]3[c:20]2[CH2:21][CH2:22][NH:23][C:24]4=[O:25])[cH:10][cH:11]1)[CH2:26][CH3:27]>>[CH2:1]1[CH2:2][CH2:27][CH2:26][N:3]1[CH2:4][CH2:5][c:6]1[cH:7][cH:8][c:9](-[c:12]2[nH:13][c:14]3[cH:15][cH:16][cH:17][c:18]4[c:19]3[c:20]2[CH2:21][CH2:22][NH:23][C:24]4=[O:25])[cH:10][cH:11]1.